This data is from the Open Reaction Database (ORD), a public repository of structured organic reaction records. The task is: describe an organic reaction: reactants, conditions, products, and yield Starting materials: NC=1C=C2CCCC2=CC1 (5-amino-indan), FC(C=1C=CC(=NC1)C=C)(F)F (5-trifluoromethyl-2-vinyl-pyridine). Yields the product C1CCC2=CC(=CC=C12)NCCC1=NC=C(C=C1)C(F)(F)F (Indan-5-yl-[2-(5-trifluoromethyl-pyridin-2-yl)-ethyl]-amine). As a reaction SMILES: [NH2:1][C:2]1[CH:3]=[C:4]2[C:8](=[CH:9][CH:10]=1)[CH2:7][CH2:6][CH2:5]2.[F:11][C:12]([F:22])([F:21])[C:13]1[CH:14]=[CH:15][C:16]([CH:19]=[CH2:20])=[N:17][CH:18]=1>>[CH2:7]1[C:8]2[C:4](=[CH:3][C:2]([NH:1][CH2:20][CH2:19][C:16]3[CH:15]=[CH:14][C:13]([C:12]([F:22])([F:11])[F:21])=[CH:18][N:17]=3)=[CH:10][CH:9]=2)[CH2:5][CH2:6]1. Reported procedure: In analogy to the procedure described for the synthesis example 25 (step 1), the title compound Indan-5-yl-[2-(5-trifluoromethyl-pyridin-2-yl)-ethyl]-amine (MS m/e: 307.2 [M+H]+) was prepared from 5-amino-indan instead of 3,4-dimethylaniline and 5-trifluoromethyl-2-vinyl-pyridine.